This data is from the Open Reaction Database (ORD), a public repository of structured organic reaction records. The task is: describe an organic reaction: reactants, conditions, products, and yield Reactants: S(=O)(Cl)Cl (Thionyl chloride), ClC1=CC(=C(C=C1)CC(=O)O)F ((4-chloro-2-fluoro-phenyl)acetic acid), CO (methanol). Conditions: time 8 hour. Product: COC(CC1=C(C=C(C=C1)Cl)F)=O ((4-chloro-2-fluoro-phenyl)-acetic Acid Methyl Ester). The yield is 96.0%. RXN SMILES: S(Cl)(Cl)=O.[Cl:5][C:6]1[CH:11]=[CH:10][C:9]([CH2:12][C:13]([OH:15])=[O:14])=[C:8]([F:16])[CH:7]=1.[CH3:17]O>>[CH3:17][O:14][C:13](=[O:15])[CH2:12][C:9]1[CH:10]=[CH:11][C:6]([Cl:5])=[CH:7][C:8]=1[F:16]. Procedure details: Thionyl chloride (0.94 mL, 0.0129 mol) was added dropwise to a solution of (4-chloro-2-fluoro-phenyl)acetic acid (2.03 g, 0.0108 mol) in methanol (100 mL) at 0° C., and the mixture was stirred at room temperature overnight. The solvent was distilled off under reduced pressure. The resulting residue was subjected to silica gel chromatography (n-hexane/ethyl acetate=1/0 to 3/1) to give the title compound (2.11 g, 96%). Reactants: CCCCCCCCn1cccc1, ClC(Cl)Cl, O=C1C=CC(=O)c2ccccc21, Cc1ccc(S(=O)(=O)O)cc1. Yields the product CCCCCCCCn1cccc1C1=CC(=O)c2ccccc2C1=O. RXN SMILES: [CH2:13]([CH2:14][CH2:15][CH2:16][CH2:17][CH2:18][CH2:19][CH3:20])[n:21]1[cH:22][cH:23][cH:24][cH:25]1.[CH:37]([Cl:38])([Cl:39])[Cl:40].[O:1]=[C:2]1[CH:3]=[CH:4][C:5](=[O:6])[c:7]2[cH:8][cH:9][cH:10][cH:11][c:12]21.[c:26]1([CH3:27])[cH:28][cH:29][c:30]([S:31]([OH:32])(=[O:33])=[O:34])[cH:35][cH:36]1>>[O:1]=[C:2]1[CH:3]=[C:4]([c:25]2[n:21]([CH2:13][CH2:14][CH2:15][CH2:16][CH2:17][CH2:18][CH2:19][CH3:20])[cH:22][cH:23][cH:24]2)[C:5](=[O:6])[c:7]2[cH:8][cH:9][cH:10][cH:11][c:12]21. The reactants are CCN=C=NCCCN(C)C, ClC(Cl)Cl, Cl, Nc1ccccc1CCCO, O=C(O)CC1CCCCC1, On1nnc2ccccc21. Product: O=C(CC1CCCCC1)Nc1ccccc1CCCO. Reaction SMILES: [CH2:33]([N:34]=[C:35]=[N:36][CH2:37][CH2:38][CH2:39][N:40]([CH3:41])[CH3:42])[CH3:43].[CH:44]([Cl:45])([Cl:46])[Cl:47].[ClH:32].[NH2:1][c:2]1[c:3]([CH2:8][CH2:9][CH2:10][OH:11])[cH:4][cH:5][cH:6][cH:7]1.[OH:12][C:13](=[O:14])[CH2:15][CH:16]1[CH2:17][CH2:18][CH2:19][CH2:20][CH2:21]1.[OH:22][n:23]1[c:24]2[cH:25][cH:26][cH:27][cH:28][c:29]2[n:30][n:31]1>>[NH:1]([c:2]1[c:3]([CH2:8][CH2:9][CH2:10][OH:11])[cH:4][cH:5][cH:6][cH:7]1)[C:13](=[O:12])[CH2:15][CH:16]1[CH2:17][CH2:18][CH2:19][CH2:20][CH2:21]1. Reactants: COC(C(Br)C1=C(C=CC=C1)C(=O)OC)=O (2-(2-methoxycarbonyl-phenyl)-2-bromo-acetic acid methyl ester), OC1=C(C#N)C=CC=C1 (2-hydroxy-benzonitrile), COC(C(Br)C1=C(C=C(C=C1)Cl)C(=O)OC)=O (2-(4-chloro-2-methoxycarbonyl-phenyl)-2-bromo-acetic acid methyl ester), ClC=1C=CC(=C(C#N)C1)O (5-chloro-2-hydroxy-benzonitrile). Yields the product OC1=NC2=C(C3=CC=CC=C13)OC1=C2C=C(C=C1)Cl (5-hydroxyl-8-chloro-benzofuro[3,2-c]isoquinoline). RXN SMILES: COC(=O)[CH:4]([C:6]1[CH:11]=[CH:10][CH:9]=[CH:8][C:7]=1[C:12](OC)=[O:13])Br.COC(=O)C(C1C=CC(Cl)=CC=1C(OC)=O)Br.[Cl:34][C:35]1[CH:36]=[CH:37][C:38]([OH:43])=[C:39]([CH:42]=1)[C:40]#[N:41].OC1C=CC=CC=1C#N>>[OH:13][C:12]1[C:7]2[C:6](=[CH:11][CH:10]=[CH:9][CH:8]=2)[C:4]2[O:43][C:38]3[CH:37]=[CH:36][C:35]([Cl:34])=[CH:42][C:39]=3[C:40]=2[N:41]=1. Reported procedure: The procedure was similar to step S19B, while the starting material was 24A in stead of 19A, and used 5-chloro-2-hydroxy-benzonitrile in stead of 2-hydroxy-benzonitrile. Reactants: O=C(O)C=Cc1cccc(S(=O)(=O)NCc2ccccc2)c1, CN(C)C=O, ClCCl. Yields the product O=C(Cl)C=Cc1cccc(S(=O)(=O)NCc2ccccc2)c1. As a reaction SMILES: [CH2:1]([c:2]1[cH:3][cH:4][cH:5][cH:6][cH:7]1)[NH:8][S:9](=[O:10])(=[O:11])[c:12]1[cH:13][c:14]([CH:18]=[CH:19][C:20](=[O:21])[OH:22])[cH:15][cH:16][cH:17]1.[CH3:26][N:27]([CH3:28])[CH:29]=[O:30].[Cl:23][CH2:24][Cl:25]>>[CH2:1]([c:2]1[cH:3][cH:4][cH:5][cH:6][cH:7]1)[NH:8][S:9](=[O:10])(=[O:11])[c:12]1[cH:13][c:14]([CH:18]=[CH:19][C:20](=[O:22])[Cl:23])[cH:15][cH:16][cH:17]1. The reactants are CN1CCOCC1 (N-methyhnorpholine), O (Water), C(#N)C1=CC=C(OCC(C)NC([C@@H](N)C(C)C)=O)C=C1 (N1 -[2-(4-cyanophenoxy)-1-methylethyl]-L-valinamide), C1=CC=C(C=C1)OC(=S)Cl (phenyl chlorothionoformate). Run in C(Cl)Cl (methylene chloride). The product is C(#N)C1=CC=C(OCC(C)NC([C@@H](NC(=S)OC2=CC=CC=C2)C(C)C)=O)C=C1 (N1 -[2-(4-cyanophenoxy)-1-methylethyl]-N2 -phenoxythiocarbonyl-L-valinamide). The yield is 73.0%. RXN SMILES: CN1CCOCC1.[C:8]([C:10]1[CH:27]=[CH:26][C:13]([O:14][CH2:15][CH:16]([NH:18][C:19](=[O:25])[C@H:20]([CH:22]([CH3:24])[CH3:23])[NH2:21])[CH3:17])=[CH:12][CH:11]=1)#[N:9].[CH:28]1[CH:33]=[CH:32][C:31]([O:34][C:35](Cl)=[S:36])=[CH:30][CH:29]=1.O>C(Cl)Cl>[C:8]([C:10]1[CH:11]=[CH:12][C:13]([O:14][CH2:15][CH:16]([NH:18][C:19](=[O:25])[C@H:20]([CH:22]([CH3:23])[CH3:24])[NH:21][C:35]([O:34][C:31]2[CH:32]=[CH:33][CH:28]=[CH:29][CH:30]=2)=[S:36])[CH3:17])=[CH:26][CH:27]=1)#[N:9]. Procedure: 0.4 g of N-methyhnorpholine was added to a suspension containing 1.1 g of N1 -[2-(4-cyanophenoxy)-1-methylethyl]-L-valinamide suspended in 40 ml of methylene chloride, at -15° C. After 0.7 g of phenyl chlorothionoformate was added to the mixture at -15° C., the reaction mixture was allowed to sit and warm naturally to room temperature while being stirred, and was stirred for 15 hours at room temperature. Water was subsequently added to the reaction mixture. After the methylene chloride layer was... Reactants: C(C)OC(C(=O)O)C1=CC=CC=C1 ((RS)-Ethoxy-phenyl-acetic acid), NCC1=CC=C(C#N)C=C1 (4-aminomethyl benzonitrile). Yields the product C(#N)C1=CC=C(CNC(C(C2=CC=CC=C2)OCC)=O)C=C1 ((RS)-N-(4-cyano-benzyl)-2-ethoxy-2-phenyl-acetamide). Reaction SMILES: [CH2:1]([O:3][CH:4]([C:8]1[CH:13]=[CH:12][CH:11]=[CH:10][CH:9]=1)[C:5]([OH:7])=O)[CH3:2].[NH2:14][CH2:15][C:16]1[CH:23]=[CH:22][C:19]([C:20]#[N:21])=[CH:18][CH:17]=1>>[C:15]([C:16]1[CH:23]=[CH:22][C:19]([CH2:20][NH:21][C:5](=[O:7])[CH:4]([O:3][CH2:1][CH3:2])[C:8]2[CH:13]=[CH:12][CH:11]=[CH:10][CH:9]=2)=[CH:18][CH:17]=1)#[N:14]. Procedure: (RS)-Ethoxy-phenyl-acetic acid was coupled with 4-aminomethyl benzonitrile according to general procedure B to give (RS)-N-(4-cyano-benzyl)-2-ethoxy-2-phenyl-acetamide. Light yellow semisolid. MS 295.3 ([M+H]+) Starting materials: COC(CC(C)=O)=O (3-oxo-butyric acid methyl ester), R3—(CH2)m—NH2, N[C@H]1[C@@H](CCCC1)O ((1R,2R)-2-aminocyclohexanol), BrCC(=O)C1=C(C=CC(=C1)C(F)(F)F)F (2-bromo-1-[2-fluoro-5-(trifluoromethyl)-phenyl]-ethanone), C([C@@H]1CCCO1)N ((S)-tetrahydrofurfurylamine). The product is O[C@H]1[C@@H](CCCC1)NC(=O)C1=C(N(C(=C1)C1=C(C=CC(=C1)C(F)(F)F)F)C[C@H]1OCCC1)C (5-(2-Fluoro-5-trifluoromethyl-phenyl)-2-methyl-1-[(S)-1-(tetrahydro-furan-2-yl)methyl]-1H-pyrrole-3-carboxylic acid ((1R,2R)-2-hydroxy-cyclohexyl)-amide). As a reaction SMILES: CO[C:3](=[O:8])[CH2:4][C:5](=O)[CH3:6].Br[CH2:10][C:11]([C:13]1[CH:18]=[C:17]([C:19]([F:22])([F:21])[F:20])[CH:16]=[CH:15][C:14]=1[F:23])=O.[CH2:24]([NH2:30])[C@H:25]1[O:29][CH2:28][CH2:27][CH2:26]1.[NH2:31][C@@H:32]1[CH2:37][CH2:36][CH2:35][CH2:34][C@H:33]1[OH:38]>>[OH:38][C@@H:33]1[CH2:34][CH2:35][CH2:36][CH2:37][C@H:32]1[NH:31][C:3]([C:4]1[CH:10]=[C:11]([C:13]2[CH:18]=[C:17]([C:19]([F:22])([F:21])[F:20])[CH:16]=[CH:15][C:14]=2[F:23])[N:30]([CH2:24][C@@H:25]2[CH2:26][CH2:27][CH2:28][O:29]2)[C:5]=1[CH3:6])=[O:8]. Reported procedure: The title compound was synthesized in analogy to example 7, using 3-oxo-butyric acid methyl ester as compound of formula R, 2-bromo-1-[2-fluoro-5-(trifluoromethyl)-phenyl]-ethanone as compound of formula S, (S)-tetrahydrofurfurylamine as R3—(CH2)m—NH2 and (1R,2R)-2-aminocyclohexanol as R1R2NH, MS (ISP) 469.5 (M+H)+. The reactants are C(=O)(OC(C)(C)C)N1CCNCC1 (N-Boc-piperazine), C(=O)([O-])[O-].[K+].[K+] (K2CO3), ClC1=NC=CN=C1Cl (2,3-dichloropyrazine). Solvent: C(C)#N (acetonitrile). Run at temperature 100 celsius, time 40 hour. The product is ClC1=NC=CN=C1N1CCN(CC1)C(=O)OC(C)(C)C (2-Chloro-3-(4-tert-butoxycarbonyl-1-piperazinyl)pyrazine). The yield is 99.6%. RXN SMILES: [C:1]([N:8]1[CH2:13][CH2:12][NH:11][CH2:10][CH2:9]1)([O:3][C:4]([CH3:7])([CH3:6])[CH3:5])=[O:2].C([O-])([O-])=O.[K+].[K+].[Cl:20][C:21]1[C:26](Cl)=[N:25][CH:24]=[CH:23][N:22]=1>C(#N)C>[Cl:20][C:21]1[C:26]([N:11]2[CH2:10][CH2:9][N:8]([C:1]([O:3][C:4]([CH3:7])([CH3:6])[CH3:5])=[O:2])[CH2:13][CH2:12]2)=[N:25][CH:24]=[CH:23][N:22]=1 |f:1.2.3|. Procedure details: The title compound was prepared according to the procedure described in WO 00/76984. A mixture of N-Boc-piperazine (11.47 g, 61.5 mmol), K2CO3 (8.5 g, 61 mmol) and 2,3-dichloropyrazine (9.20 g, 61.7 mmol) in acetonitrile (100 mL) was stirred at 100° C. for 40 h. The reaction mixture was concentrated, dissolved in toluene, washed with water, dried (MgSO4), and concentrated. The residue was purified by chromatography on silica gel using toluene/EtOAc (7:3) as eluent to give 18.3 g (100%) of the ti... RXN SMILES: [C:21](=[O:22])([OH:23])[O-:24].[CH3:1][O:2][c:3]1[cH:4][cH:5][c:6]([C:7](=[O:8])[O:9][CH2:10][C:11]2([CH2:14][Br:15])[CH2:12][CH2:13]2)[cH:16][cH:17]1.[CH3:26][CH2:27][OH:28].[K:18][C:19]#[N:20].[Na+:25].[OH2:29]>>[CH3:1][O:2][c:3]1[cH:4][cH:5][c:6]([C:7](=[O:8])[O:9][CH2:10][C:11]2([CH2:14][C:19]#[N:20])[CH2:12][CH2:13]2)[cH:16][cH:17]1. Starting materials: O=C([O-])O, COc1ccc(C(=O)OCC2(CBr)CC2)cc1, CCO, N#C[K], [Na+], O. The product is COc1ccc(C(=O)OCC2(CC#N)CC2)cc1.